This data is from the Open Reaction Database (ORD), a public repository of structured organic reaction records. The task is: describe an organic reaction: reactants, conditions, products, and yield Starting materials: CN=C(C1=CC=C(C=C1)OC)Cl (N-Methyl 4-methoxybenzimidoyl chloride), CN1C(=CC(=C1)C)CC(=O)OC (methyl 1,4-dimethyl-1H-pyrrole-2-acetate), alcohol, ClS(=O)(=O)O (chlorosulfonic acid), crude product, Cl(=O)(=O)(=O)O (perchloric acid). Solvent: CCOCC (ether), C(C)O (ethanol). Run at temperature 40 celsius, time 8 hour. Product: Cl(=O)(=O)(=O)O.COC1=CC=C(C=C1)C(C1=C(C=C(N1C)CC(=O)OC)C)=NC (Methyl 5-[(4-methoxyphenyl)(methylimino)methyl]-1,4-dimethyl-1H-pyrrole-2-acetate Perchlorate). Yield: 70.1%. As a reaction SMILES: [CH3:1][N:2]=[C:3](Cl)[C:4]1[CH:9]=[CH:8][C:7]([O:10][CH3:11])=[CH:6][CH:5]=1.ClS(O)(=O)=O.[CH3:18][N:19]1[CH:23]=[C:22]([CH3:24])[CH:21]=[C:20]1[CH2:25][C:26]([O:28][CH3:29])=[O:27].[Cl:30]([OH:34])(=[O:33])(=[O:32])=[O:31]>C(O)C.CCOCC>[Cl:30]([OH:34])(=[O:33])(=[O:32])=[O:31].[CH3:11][O:10][C:7]1[CH:8]=[CH:9][C:4]([C:3](=[N:2][CH3:1])[C:23]2[N:19]([CH3:18])[C:20]([CH2:25][C:26]([O:28][CH3:29])=[O:27])=[CH:21][C:22]=2[CH3:24])=[CH:5][CH:6]=1 |f:6.7|. Procedure details: N-Methyl 4-methoxybenzimidoyl chloride (6.67 g, 36.4 mmole) was placed in a dry 50 ml round bottom flask and treated with alcohol free chloroform (13 ml) and chlorosulfonic acid (0.42 g, 3.6 mmole). The reaction was blanketed with nitrogen and stirred while methyl 1,4-dimethyl-1H-pyrrole-2-acetate (6.03 g., 36.1 mmole) was added dropwise over a period of about five minutes. The reaction was stirred overnight, then heated at 40° C. for two hours. The reaction was quenched with saturated aqueous s... The reactants are OC1=CC2=CC=C(C=C2C=C1C(=O)OC)C(=O)OC (2-Hydroxy-3,6-di-methoxycarbonylnaphthalene), O (water), C(C)(=O)O (acetic acid), CN(C=O)C (N,N-dimethylformamide). Reagents/catalysts: CN(C1=CC=NC=C1)C (4-dimethylaminopyridine). Run in CO (methanol), C(C)(=O)OC(C)=O (acetic anhydride). Conditions: temperature 50 celsius. Yields the product C(C)(=O)OC1=CC2=CC=C(C=C2C=C1C(=O)OC)C(=O)OC (2-acetoxy-3,6-di-methoxycarbonylnaphthalene). Isolated yield 84.4%. Reaction SMILES: [OH:1][C:2]1[C:11]([C:12]([O:14][CH3:15])=[O:13])=[CH:10][C:9]2[C:4](=[CH:5][CH:6]=[C:7]([C:16]([O:18][CH3:19])=[O:17])[CH:8]=2)[CH:3]=1.[C:20](O)(=[O:22])[CH3:21].CN(C)C=O.O>C(OC(=O)C)(=O)C.CN(C)C1C=CN=CC=1.CO>[C:20]([O:1][C:2]1[C:11]([C:12]([O:14][CH3:15])=[O:13])=[CH:10][C:9]2[C:4](=[CH:5][CH:6]=[C:7]([C:16]([O:18][CH3:19])=[O:17])[CH:8]=2)[CH:3]=1)(=[O:22])[CH3:21]. Procedure details: 2-Hydroxy-3,6-di-methoxycarbonylnaphthalene (2.6 g) obtained in Example 26 was suspended in acetic anhydride (10.0 g), acetic acid (12.0 g) and N,N-dimethylformamide (20.0 g) and 4-dimethylaminopyridine (0.1 g) was added, followed by heating to 50° C. After heating for about 6 hours, the reaction solution was poured into a mixed solution of water (300 g) and methanol (100 g). The deposit was filtered and then washed with water to obtain 2.55 g of 2-acetoxy-3,6-di-methoxycarbonylnaphthalene as pa... Isolated yield 88.8%. The product is C(C)(C)(C)OC(=O)N1C[C@H]([C@@H](CCC1)OC(=O)C1=CC=C(C=C1)C1=CC=CC=C1)NC(C1=CC=C(C=C1)O)=O ((3R,4R)-4-(Biphenyl-4-ylcarbonyloxy)-3-(4-hydroxy-benzoylamino)-azepane-1-carboxylic acid tert-butyl ester). Run in O1CCCC1 (tetrahydrofuran). RXN SMILES: [C:1]([O:5][C:6]([N:8]1[CH2:14][CH2:13][CH2:12][C@@H:11]([O:15][C:16]([C:18]2[CH:23]=[CH:22][C:21]([C:24]3[CH:29]=[CH:28][CH:27]=[CH:26][CH:25]=3)=[CH:20][CH:19]=2)=[O:17])[C@H:10]([NH:30][C:31](=[O:46])[C:32]2[CH:37]=[CH:36][C:35]([O:38][Si](C(C)(C)C)(C)C)=[CH:34][CH:33]=2)[CH2:9]1)=[O:7])([CH3:4])([CH3:3])[CH3:2].CCCC[N+](CCCC)(CCCC)CCCC.O.O.O.[F-].[Cl-].[Na+].C(O)(=O)CC(CC(O)=O)(C(O)=O)O>O1CCCC1>[C:1]([O:5][C:6]([N:8]1[CH2:14][CH2:13][CH2:12][C@@H:11]([O:15][C:16]([C:18]2[CH:23]=[CH:22][C:21]([C:24]3[CH:29]=[CH:28][CH:27]=[CH:26][CH:25]=3)=[CH:20][CH:19]=2)=[O:17])[C@H:10]([NH:30][C:31](=[O:46])[C:32]2[CH:33]=[CH:34][C:35]([OH:38])=[CH:36][CH:37]=2)[CH2:9]1)=[O:7])([CH3:4])([CH3:2])[CH3:3] |f:1.2.3.4.5,6.7|. Reported procedure: 754 mg of (3R,4R)-4-(Biphenyl-4-ylcarbonyloxy)-3-[4-(tert-butyl-dimethyl-silanyloxy)-benzoylamino]-azepane-1-carboxylic acid tert-butyl ester were dissolved in 10 ml tetrahydrofuran and 147 mg of tetrabutylammoniumfluoride trihydrate were added at 0° C. and the reaction mixture was stirred for two hours at room temperature. 2.5 ml of a saturated solution of sodium chloride and 2.5 ml of an aqueous 1 molar solution of citric acid were added. The organic layer was concentrated under vacuo diluted ... Starting materials: C(C)(C)(C)OC(=O)N1C[C@H]([C@@H](CCC1)OC(=O)C1=CC=C(C=C1)C1=CC=CC=C1)NC(C1=CC=C(C=C1)O[Si](C)(C)C(C)(C)C)=O ((3R,4R)-4-(Biphenyl-4-ylcarbonyloxy)-3-[4-(tert-butyl-dimethyl-silanyloxy)-benzoylamino]-azepane-1-carboxylic acid tert-butyl ester), saturated solution, [Cl-].[Na+] (sodium chloride), solution, C(CC(O)(C(=O)O)CC(=O)O)(=O)O (citric acid), CCCC[N+](CCCC)(CCCC)CCCC.O.O.O.[F-] (tetrabutylammoniumfluoride trihydrate). Reaction conditions: time 2 hour. The reactants are C1CCOC1, CC(C)(C)OC(=O)N=NC(=O)OC(C)(C)C, CC(C)(C)OC(=O)NNC(=O)OC(C)(C)C, OCC1CCCO1, O, c1ccc(P(c2ccccc2)c2ccccc2)cc1. Yields the product CC(C)(C)OC(=O)NN(CC1CCCO1)C(=O)OC(C)(C)C. As a reaction SMILES: [CH2:59]1[O:60][CH2:61][CH2:62][CH2:63]1.[N:43]([C:44]([O:45][C:46]([CH3:47])([CH3:48])[CH3:49])=[O:50])=[N:51][C:52]([O:53][C:54]([CH3:55])([CH3:56])[CH3:57])=[O:58].[NH:8]([NH:9][C:10](=[O:11])[O:12][C:13]([CH3:14])([CH3:15])[CH3:16])[C:17](=[O:18])[O:19][C:20]([CH3:21])([CH3:22])[CH3:23].[O:1]1[CH:2]([CH2:6][OH:7])[CH2:3][CH2:4][CH2:5]1.[OH2:64].[c:24]1([P:25]([c:26]2[cH:27][cH:28][cH:29][cH:30][cH:31]2)[c:32]2[cH:33][cH:34][cH:35][cH:36][cH:37]2)[cH:38][cH:39][cH:40][cH:41][cH:42]1>>[O:1]1[CH:2]([CH2:6][N:8]([NH:9][C:10](=[O:11])[O:12][C:13]([CH3:14])([CH3:15])[CH3:16])[C:17](=[O:18])[O:19][C:20]([CH3:21])([CH3:22])[CH3:23])[CH2:3][CH2:4][CH2:5]1. RXN SMILES: [CH3:37][NH2:38].[Cl:1][c:2]1[cH:3][cH:4][c:5]([S:8](=[O:9])(=[O:10])[NH:11][C:12](=[O:13])[c:14]2[n:15][n:16](-[c:29]3[c:30]([Cl:36])[cH:31][c:32]([Cl:35])[cH:33][cH:34]3)[c:17]3[c:23]2[CH2:22][CH2:21][CH2:20][c:19]2[c:18]-3[cH:27][cH:26][c:25]([Cl:28])[cH:24]2)[cH:6][cH:7]1.[Cl:39][c:40]1[cH:41][cH:42][cH:43][cH:44][cH:45]1.[Cl:46][CH2:47][Cl:48].[OH2:49]>>[Cl:1][c:2]1[cH:3][cH:4][c:5]([S:8](=[O:9])(=[O:10])[N:11]=[C:12]([c:14]2[n:15][n:16](-[c:29]3[c:30]([Cl:36])[cH:31][c:32]([Cl:35])[cH:33][cH:34]3)[c:17]3[c:23]2[CH2:22][CH2:21][CH2:20][c:19]2[c:18]-3[cH:27][cH:26][c:25]([Cl:28])[cH:24]2)[NH:38][CH3:37])[cH:6][cH:7]1. Product: CNC(=NS(=O)(=O)c1ccc(Cl)cc1)c1nn(-c2ccc(Cl)cc2Cl)c2c1CCCc1cc(Cl)ccc1-2. The reactants are CN, O=C(NS(=O)(=O)c1ccc(Cl)cc1)c1nn(-c2ccc(Cl)cc2Cl)c2c1CCCc1cc(Cl)ccc1-2, Clc1ccccc1, ClCCl, O. The reactants are C[C@H]1[C@@H]([C@H]([C@H]([C@@H](O1)OC[C@@H]2[C@H]([C@@H]([C@@H]([C@@H](O2)OC3=CC(=C4C(=O)C[C@H](OC4=C3)C5=CC(=C(C=C5)OC)OC)O)O)O)O)O)O)O (methylhesperidin), C[C@H]1[C@@H]([C@H]([C@H]([C@@H](O1)OC[C@@H]2[C@H]([C@@H]([C@@H]([C@@H](O2)OC3=CC(=C4C(=O)C[C@H](OC4=C3)C5=CC(=C(C=C5)OC)OC)O)O)O)O)O)O)O (methylhesperidin), C1[C@H]([C@H](OC2=CC(=CC(=C21)O)O)C3=CC(=C(C(=C3)O)O)O)OC(=O)C4=CC(=C(C(=C4)O)O)O (EGCG). Yields the product C[C@H]1[C@@H]([C@H]([C@H]([C@@H](O1)OC[C@@H]2[C@H]([C@@H]([C@H]([C@@H](O2)OC=3C=C(C4=C(C3)O[C@@H](CC4=O)C=5C=CC(=C(C5)O)OC)O)O)O)O)O)O)O (hesperidin), C[C@H]1[C@@H]([C@H]([C@H]([C@@H](O1)OC[C@@H]2[C@H]([C@@H]([C@@H]([C@@H](O2)OC3=CC(=C4C(=O)C[C@H](OC4=C3)C5=CC(=C(C=C5)OC)OC)O)O)O)O)O)O)O (methylhesperidin). Reaction SMILES: [CH3:1][C@@H:2]1[O:7][C@@H:6]([O:8][CH2:9][C@H:10]2[O:15][C@@H:14]([O:16][C:17]3[CH:27]=[C:26]4[C:20]([C:21]([CH2:23][C@@H:24]([C:28]5[CH:33]=[CH:32][C:31]([O:34][CH3:35])=[C:30]([O:36][CH3:37])[CH:29]=5)[O:25]4)=[O:22])=[C:19]([OH:38])[CH:18]=3)[C@@H:13]([OH:39])[C@@H:12]([OH:40])[C@@H:11]2[OH:41])[C@H:5]([OH:42])[C@H:4]([OH:43])[C@H:3]1[OH:44].C1C2C(=CC(O)=CC=2O)O[C@H](C2C=C(O)C(O)=C(O)C=2)[C@@H]1OC(C1C=C(O)C(O)=C(O)C=1)=O>>[CH3:1][C@@H:2]1[O:7][C@@H:6]([O:8][CH2:9][C@H:10]2[O:15][C@@H:14]([O:16][C:17]3[CH:18]=[C:19]([OH:38])[C:20]4[C:21](=[O:22])[CH2:23][C@@H:24]([C:28]5[CH:33]=[CH:32][C:31]([O:34][CH3:35])=[C:30]([OH:36])[CH:29]=5)[O:25][C:26]=4[CH:27]=3)[C@H:13]([OH:39])[C@@H:12]([OH:40])[C@@H:11]2[OH:41])[C@H:5]([OH:42])[C@H:4]([OH:43])[C@H:3]1[OH:44].[CH3:1][C@@H:2]1[O:7][C@@H:6]([O:8][CH2:9][C@H:10]2[O:15][C@@H:14]([O:16][C:17]3[CH:27]=[C:26]4[C:20]([C:21]([CH2:23][C@@H:24]([C:28]5[CH:33]=[CH:32][C:31]([O:34][CH3:35])=[C:30]([O:36][CH3:37])[CH:29]=5)[O:25]4)=[O:22])=[C:19]([OH:38])[CH:18]=3)[C@@H:13]([OH:39])[C@@H:12]([OH:40])[C@@H:11]2[OH:41])[C@H:5]([OH:42])[C@H:4]([OH:43])[C@H:3]1[OH:44]. Procedure: A hesperidin composition was obtained as a hesperidin-containing aqueous solution by a same procedure as in Example 1, except that a methylhesperidin preparation (manufactured by Hamari Chemicals Ltd., methylhesperidin content 100%, the same shall apply hereafter) was used instead of the EGCG preparation. Reaction conditions and the measurement result of a concentration of hesperidin and methylhesperidin in the composition are shown in Table 1.